This data is from the Open Reaction Database (ORD), a public repository of structured organic reaction records. The task is: describe an organic reaction: reactants, conditions, products, and yield As a reaction SMILES: [CH2:1]([O:8][C@@H:9]1[C@@H:13]([C@@H:14]([CH2:23][O:24]S(C2C=CC(C)=CC=2)(=O)=O)[O:15][CH2:16][C:17]2[CH:22]=[CH:21][CH:20]=[CH:19][CH:18]=2)[O:12][C@@H:11]([N:35]2[CH:43]=[C:41]([CH3:42])[C:39](=[O:40])[NH:38][C:36]2=[O:37])[C@@H:10]1OS(C1C=CC(C)=CC=1)(=O)=O)[C:2]1[CH:7]=[CH:6][CH:5]=[CH:4][CH:3]=1.[OH-].[Na+].Cl>C(O)C.O>[CH2:16]([O:15][C@H:14]1[C@@H:13]2[C@@H:9]([O:8][CH2:1][C:2]3[CH:3]=[CH:4][CH:5]=[CH:6][CH:7]=3)[C@@H:10]([C@H:11]([N:35]3[CH:43]=[C:41]([CH3:42])[C:39](=[O:40])[NH:38][C:36]3=[O:37])[O:12]2)[O:24][CH2:23]1)[C:17]1[CH:22]=[CH:21][CH:20]=[CH:19][CH:18]=1 |f:1.2|. The product is C(C1=CC=CC=C1)O[C@@H]1CO[C@@H]2[C@@H](O[C@H]1[C@H]2OCC2=CC=CC=C2)N2C(=O)NC(=O)C(C)=C2 ((1S,4R,5R,7R,8R)-4,8-Dibenzyloxy-7-(thymin-1-yl)-2,6-dioxabicyclo[3.2.1]octane), material. Starting materials: C(C1=CC=CC=C1)O[C@H]1[C@H]([C@@H](O[C@@H]1[C@H](OCC1=CC=CC=C1)COS(=O)(=O)C1=CC=C(C=C1)C)N1C(=O)NC(=O)C(C)=C1)OS(=O)(=O)C1=CC=C(C=C1)C (1-(3,5-di-O-benzyl-2,6-di-O-(p-toluenesulphonyl)-β-D-allofuranosyl)thymine), Cl (hydrochloric acid), [OH-].[Na+] (sodium hydroxide). Procedure: To a stirred solution of nucleoside 17 (0.63 g, 0.81 mmol) in a mixture of ethanol and H2O (40 cm3, 1:1, v/v) at room temperature was added an aqueous solution of sodium hydroxide (1M, 7 cm3). The resulting mixture was heated under reflux for 16 h and then neutralised by addition of dilute hydrochloric acid (10 cm3). The volume of the mixture was reduced to 50% and extraction was performed using dichloromethane (50 cm3×3). The combined organic phase was dried (Na 2SO4) and evaporated to dryness ... Solvent: C(C)O (ethanol), O (H2O). Isolated yield 93.0%. The reactants are COC(=O)C=1C=2C=CC=NC2C=CC1N (6-amino-quinoline-5-carboxylic acid methyl ester), aqueous solution, [OH-].[Na+] (NaOH). Solvent: O1CCOCC1 (dioxane), CO (methanol). Conditions: time 24 hour. The product is NC1=C(C=2C=CC=NC2C=C1)C(=O)O (6-amino-quinoline-5-carboxylic acid). Yield: 59.4%. RXN SMILES: C[O:2][C:3]([C:5]1[C:6]2[CH:7]=[CH:8][CH:9]=[N:10][C:11]=2[CH:12]=[CH:13][C:14]=1[NH2:15])=[O:4].[OH-].[Na+]>O1CCOCC1.CO>[NH2:15][C:14]1[CH:13]=[CH:12][C:11]2[N:10]=[CH:9][CH:8]=[CH:7][C:6]=2[C:5]=1[C:3]([OH:4])=[O:2] |f:1.2|. Reported procedure: To a solution of 540 mg (2.19 mmol) of the above 6-amino-quinoline-5-carboxylic acid methyl ester in 10.8 mL of dioxane and 0.54 mL of methanol is added 5.48 mL (5.48 mmol) of an aqueous solution of NaOH 1N. The reaction is stirred 24 hours at ambient temperature. Then the solvents are evaporated in vacuo and the residue is suspended in a minimum of water and precipitated at pH 6 by addition of concentrated HCl. After filtration and washing with a minimum of water the solid obtained is dried on ... Reported procedure: To an ice-cold solution of 21 grams of 2-acetyl-1,3-cycloheptanedione in 180 ml of methanol was added, dropwise, a solution of 6.2 ml of methylhydrazine in 30 ml of methanol. The resulting reaction mixture was heated at reflux for 1 hour and the solvent was then removed under reduced pressure. The residual material was partitioned between dichloromethane and brine, the aqueous layer was extracted twice with dichloromethane, and the combined organic layers were dried over magnesium sulfate. The s... The reactants are ice, C(C)(=O)C1C(CCCCC1=O)=O (2-acetyl-1,3-cycloheptanedione), CNN (methylhydrazine). Yields the product CN1N=CC2=C1CCCCC2=O (5,6,7,8-tetrahydro-1-methyl-4(1H)-cycloheptapyrazolone). Solvent: CO (methanol), CO (methanol). As a reaction SMILES: [C:1]([CH:4]1[C:10](=[O:11])[CH2:9][CH2:8][CH2:7][CH2:6][C:5]1=O)(=O)C.[CH3:13][NH:14][NH2:15]>CO>[CH3:13][N:14]1[C:5]2[CH2:6][CH2:7][CH2:8][CH2:9][C:10](=[O:11])[C:4]=2[CH:1]=[N:15]1. Starting materials: C(C)(C)(C)C=1C=C(C(=O)OCC2=CC=C(C=O)C=C2)C=CC1OC (4-(3-tert-Butyl-4-methoxybenzoyloxymethyl)benzaldehyde), C1CCOC1 (THF), CO (methanol), [BH4-].[Na+] (sodium borohydride). The solvent is O (water). Reaction conditions: time 4 hour. Yields the product C(C)(C)(C)C=1C=C(C(=O)OCCC2=CC=C(C=C2)CO)C=CC1OC (4-(3-tert-Butyl-4-methoxybenzoyloxyethyl)benzenemethanol). Reaction SMILES: [C:1]([C:5]1[CH:6]=[C:7]([CH:20]=[CH:21][C:22]=1[O:23][CH3:24])[C:8]([O:10][CH2:11]C1C=CC(C=O)=CC=1)=[O:9])([CH3:4])([CH3:3])[CH3:2].[CH2:25]1[CH2:29][O:28][CH2:27][CH2:26]1.CO.[BH4-].[Na+]>O>[C:1]([C:5]1[CH:6]=[C:7]([CH:20]=[CH:21][C:22]=1[O:23][CH3:24])[C:8]([O:10][CH2:11][CH2:22][C:5]1[CH:27]=[CH:26][C:25]([CH2:29][OH:28])=[CH:2][CH:1]=1)=[O:9])([CH3:3])([CH3:4])[CH3:2] |f:3.4|. Procedure details: 1.6 g (5 mmol) of the aldehyde obtained in Example 45, 50 ml of THF and 50 ml of methanol are introduced into a round-bottomed flask. 100 mg (2.5 mmol) of sodium borohydride are added in small portions and the mixture is stirred at room temperature for 4 h. The reaction medium is poured into water, the mixture is extracted with ethyl ether and the organic phase is separated after settling has taken place, dried over magnesium sulphate and evaporated. Starting materials: BrC1=C(C=C(C=C1)[N+](=O)[O-])OC (1-bromo-2-methoxy-4-nitrobenzene), C(C)(=O)O (acetic acid). Reagents/catalysts: [Fe] (Iron). Run in O (water). Reaction conditions: temperature 100 celsius, time 1 hour. The product is BrC1=C(C=C(N)C=C1)OC (4-bromo-3-methoxyaniline). Yield: 46.8%. RXN SMILES: [Br:1][C:2]1[CH:7]=[CH:6][C:5]([N+:8]([O-])=O)=[CH:4][C:3]=1[O:11][CH3:12].C(O)(=O)C>[Fe].O>[Br:1][C:2]1[CH:7]=[CH:6][C:5]([NH2:8])=[CH:4][C:3]=1[O:11][CH3:12]. Procedure: A mixture of 1-bromo-2-methoxy-4-nitrobenzene (3.0 g, 12.9 mmol) and glacial acetic acid (25 ml) was heated at 100° C. under an atmosphere of nitrogen. Iron powder (2.2 g, 38.8 mmol) was added and the mixture was stirred for one hour at a temperature of 100° C. The mixture was cooled to ambient temperature, water (100 ml) was added and the mixture was then extracted with ethyl acetate (3×25 ml). The combined organic extracts were washed with saturated aqueous sodium bicarbonate (3×25 ml) and the... Starting materials: CC(=O)c1ccncc1, C[Si](C)(C)[N-][Si](C)(C)C, COC(=O)C(OC)OC, CCCCCC, [Li+], C1CCOC1. The product is COC(OC)C(=O)CC(=O)c1ccncc1. RXN SMILES: [C:1]([CH3:2])(=[O:3])[c:4]1[cH:5][cH:6][n:7][cH:8][cH:9]1.[CH3:10][Si:11]([N-:12][Si:13]([CH3:14])([CH3:15])[CH3:16])([CH3:17])[CH3:18].[CH3:20][O:21][CH:22]([C:23](=[O:24])[O:25][CH3:26])[O:27][CH3:28].[CH3:34][CH2:35][CH2:36][CH2:37][CH2:38][CH3:39].[Li+:19].[O:29]1[CH2:30][CH2:31][CH2:32][CH2:33]1>>[C:1]([CH2:2][C:23]([CH:22]([O:21][CH3:20])[O:27][CH3:28])=[O:24])(=[O:3])[c:4]1[cH:5][cH:6][n:7][cH:8][cH:9]1.